Dataset: the Open Reaction Database (ORD), a public repository of structured organic reaction records. Task: describe an organic reaction: reactants, conditions, products, and yield The reactants are CC(C)(C)P(c1ccccc1-c1ccccc1)C(C)(C)C, C[Si](C)(C)CCN1C(=O)CN(c2ccc(I)cc2OCc2ccccc2)S1(=O)=O, CC#N, CC(=O)[O-], CC(=O)[O-], [Pd+2], C=CC1CCCN1S(=O)(=O)c1ccccc1. Product: C[Si](C)(C)CCN1C(=O)CN(c2ccc(C=CC3CCCN3S(=O)(=O)c3ccccc3)cc2OCc2ccccc2)S1(=O)=O. RXN SMILES: [C:46]([P:47]([C:48]([CH3:49])([CH3:50])[CH3:51])[c:52]1[cH:53][cH:54][cH:55][cH:56][c:57]1-[c:58]1[cH:59][cH:60][cH:61][cH:62][cH:63]1)([CH3:64])([CH3:65])[CH3:66].[CH2:1]([c:2]1[cH:3][cH:4][cH:5][cH:6][cH:7]1)[O:8][c:9]1[c:10]([N:16]2[CH2:17][C:18](=[O:29])[N:19]([CH2:23][CH2:24][Si:25]([CH3:26])([CH3:27])[CH3:28])[S:20]2(=[O:21])=[O:22])[cH:11][cH:12][c:13]([I:15])[cH:14]1.[CH3:67][C:68]#[N:69].[O-:71][C:72]([CH3:73])=[O:74].[O-:75][C:76]([CH3:77])=[O:78].[Pd+2:70].[c:30]1([S:36](=[O:37])(=[O:38])[N:39]2[CH:40]([CH:44]=[CH2:45])[CH2:41][CH2:42][CH2:43]2)[cH:31][cH:32][cH:33][cH:34][cH:35]1>>[CH2:1]([c:2]1[cH:3][cH:4][cH:5][cH:6][cH:7]1)[O:8][c:9]1[c:10]([N:16]2[CH2:17][C:18](=[O:29])[N:19]([CH2:23][CH2:24][Si:25]([CH3:26])([CH3:27])[CH3:28])[S:20]2(=[O:21])=[O:22])[cH:11][cH:12][c:13]([CH:45]=[CH:44][CH:40]2[N:39]([S:36]([c:30]3[cH:31][cH:32][cH:33][cH:34][cH:35]3)(=[O:37])=[O:38])[CH2:43][CH2:42][CH2:41]2)[cH:14]1. The reactants are CN(C=O)C (dimethylformamide), C (Norit), P(=O)(Cl)(Cl)Cl (phosphoryl chloride), [I-].C(C(C)C)C1(C(=[N+](C2=CC=CC=C12)C)C)CC(C)C (3,3-diisobutyl-1,2-dimethyl-(3H)-indolium iodide). Run in O (water). The product is C(C(C)C)C1(C(N(C2=CC=CC=C12)C)=CC=O)CC(C)C (3,3-Diisobutyl-2-formylmethylene-1-methylindole). Reaction SMILES: CN(C)[CH:3]=[O:4].P(Cl)(Cl)(Cl)=O.[I-].[CH2:12]([C:16]1([CH2:27][CH:28]([CH3:30])[CH3:29])[C:24]2[C:19](=[CH:20][CH:21]=[CH:22][CH:23]=2)[N+:18]([CH3:25])=[C:17]1[CH3:26])[CH:13]([CH3:15])[CH3:14].C>O>[CH2:12]([C:16]1([CH2:27][CH:28]([CH3:30])[CH3:29])[C:24]2[C:19](=[CH:20][CH:21]=[CH:22][CH:23]=2)[N:18]([CH3:25])[C:17]1=[CH:26][CH:3]=[O:4])[CH:13]([CH3:15])[CH3:14] |f:2.3|. Procedure details: To 10 mL of dry dimethylformamide in a flask cooled with an ice bath was added dropwise with stirring phosphoryl chloride (1.76 g, 0.0115 mole). After a few minutes 3,3-diisobutyl-1,2-dimethyl-(3H)-indolium iodide (3.85 g, 0.01 mole) was added portionwise over 5 min. The resulting solution was allowed to stir at room temperature for at least 3 hours. This solution was then slowly poured into 250 mL of water stirring in a beaker. After a few minutes 3,3-diisobutyl-2-dimethylaminovinyl-1-methyl-(3... Starting materials: C(C1=CC=CC=C1)O[C@@](C(=O)OCC)(CO)C (ethyl (R)-2-benzyloxy-3-hydroxy-2-methyl-propionate), [H][H] (hydrogen), [H][H] (hydrogen). Reagents/catalysts: [Pd] (palladium/carbon). Solvent: C(C)(=O)OCC (ethyl acetate). Yields the product O[C@@](C(=O)OCC)(CO)C (ethyl (R)-2,3-dihydroxy-2-methyl-propionate). The yield is 92.8%. As a reaction SMILES: C([O:8][C@:9]([CH3:17])([CH2:15][OH:16])[C:10]([O:12][CH2:13][CH3:14])=[O:11])C1C=CC=CC=1.[H][H]>C(OCC)(=O)C.[Pd]>[OH:8][C@:9]([CH3:17])([CH2:15][OH:16])[C:10]([O:12][CH2:13][CH3:14])=[O:11]. Reported procedure: 22 g of ethyl (R)-2-benzyloxy-3-hydroxy-2-methyl-propionate (manufactured in accordance with Example 1) in 150 ml of ethyl acetate were hydrogenated with hydrogen gas in the presence of 11 g of 5% by weight palladium/carbon catalyst up to the cessation of the hydrogen uptake. The catalyst was filtered off, washed with ethyl acetate (2×50 ml), the filtrate was concentrated in the vacuum and the residual oil was distilled at 56°-57°/0.1 mmHg. There were obtained 12.7 g of ethyl (R)-2,3-dihydroxy-2... The reactants are C(=C)C1=NC=CC=C1 (2-vinylpyridine), C(=O)(C(F)(F)F)O (TFA), C(=O)(OC(C)(C)C)N1C[C@H](OCC1)CC1=CC(=CC=C1)Br (N-Boc-(R)-2-(3-bromobenzyl)morpholine), C(=O)(OC(C)(C)C)N1C[C@H](OCC1)CC1=CC(=CC=C1)CO (N-Boc-(R)-2-(3-(hydroxymethyl)benzyl)morpholine). Product: N1=C(C=CC=C1)CCC=1C=C(C[C@@H]2CNCCO2)C=CC1 ((R)-2-[3-(2-Pyridin-2-yl-ethyl)-benzyl]-morpholine), example 68. As a reaction SMILES: C([N:8]1[CH2:13][CH2:12][O:11][C@H:10]([CH2:14][C:15]2[CH:20]=[CH:19][CH:18]=[C:17](Br)[CH:16]=2)[CH2:9]1)(OC(C)(C)C)=O.C([N:29]1CCO[C@H:31]([CH2:35][C:36]2C=CC=[C:38]([CH2:42]O)[CH:37]=2)[CH2:30]1)(OC(C)(C)C)=O.C(C1C=CC=CN=1)=C.C(O)(C(F)(F)F)=O>>[N:29]1[CH:30]=[CH:31][CH:35]=[CH:36][C:37]=1[CH2:38][CH2:42][C:17]1[CH:16]=[C:15]([CH:20]=[CH:19][CH:18]=1)[CH2:14][C@H:10]1[O:11][CH2:12][CH2:13][NH:8][CH2:9]1. Procedure: Example 69 was prepared using the procedure as described for example 31, but starting with N-Boc-(R)-2-(3-bromobenzyl)morpholine, example 31, intermediate (b), and 2-vinylpyridine. The resulting intermediate was deprotected with TFA as described for example 4 to yield the desired morpholine example 68 as a yellow oil (16 mg). The reactants are FC(C=1C=C(C(=O)C(=CN(C)C)S(=O)(=O)C)C=CC1)(F)F (1-(3-trifluoromethylbenzoyl)-1-methanesulfonyl-2-(N,N-dimethylamino)ethene), Cl.FC1=CC=C(C(=N)N)C=C1 (4-fluorobenzamidine hydrochloride), C[O-].[Na+] (sodium methoxide). The solvent is CO (methanol). Product: FC1=CC=C(C=C1)C1=NC=C(C(=N1)C1=CC(=CC=C1)C(F)(F)F)S(=O)(=O)C (2-(4-fluorophenyl)-4-(3-trifluoromethylphenyl)-5-methanesulfonylpyrimidine). The yield is 81.1%. Reaction SMILES: [F:1][C:2]([F:21])([F:20])[C:3]1[CH:4]=[C:5]([CH:17]=[CH:18][CH:19]=1)[C:6]([C:8]([S:13]([CH3:16])(=[O:15])=[O:14])=[CH:9]N(C)C)=O.Cl.[F:23][C:24]1[CH:32]=[CH:31][C:27]([C:28]([NH2:30])=[NH:29])=[CH:26][CH:25]=1.C[O-].[Na+]>CO>[F:23][C:24]1[CH:32]=[CH:31][C:27]([C:28]2[N:30]=[C:6]([C:5]3[CH:17]=[CH:18][CH:19]=[C:3]([C:2]([F:1])([F:20])[F:21])[CH:4]=3)[C:8]([S:13]([CH3:16])(=[O:14])=[O:15])=[CH:9][N:29]=2)=[CH:26][CH:25]=1 |f:1.2,3.4|. Reported procedure: 6 g of 1-(3-trifluoromethylbenzoyl)-1-methanesulfonyl-2-(N,N-dimethylamino)ethene and 4 g of 4-fluorobenzamidine hydrochloride were dissolved in 30 ml of methanol at room temperature. After adding 1.2 g of sodium methoxide thereto, the mixture was heated under reflux for 1 hour. The solvent was distilled away under reduced pressure. The residue was washed with water, and then dried to obtain 6 g of 2-(4-fluorophenyl)-4-(3-trifluoromethylphenyl)-5-methanesulfonylpyrimidine (Compound 112). Reactants: CCOC(=O)CC(=O)Nc1ccc(Br)cc1C, CCOC(C)=O, C1CCCCC1, COC(OC)N(C)C, CCCCCC. The product is CCOC(=O)C(=CN(C)C)C(=O)Nc1ccc(Br)cc1C. Reaction SMILES: [Br:1][c:2]1[cH:3][c:4]([CH3:17])[c:5]([NH:8][C:9]([CH2:10][C:11](=[O:12])[O:13][CH2:14][CH3:15])=[O:16])[cH:6][cH:7]1.[C:32]([O:33][CH2:34][CH3:35])(=[O:36])[CH3:37].[CH2:26]1[CH2:27][CH2:28][CH2:29][CH2:30][CH2:31]1.[CH3:18][O:19][CH:20]([N:21]([CH3:22])[CH3:23])[O:24][CH3:25].[CH3:38][CH2:39][CH2:40][CH2:41][CH2:42][CH3:43]>>[Br:1][c:2]1[cH:3][c:4]([CH3:17])[c:5]([NH:8][C:9]([C:10]([C:11](=[O:12])[O:13][CH2:14][CH3:15])=[CH:20][N:21]([CH3:22])[CH3:23])=[O:16])[cH:6][cH:7]1.